Dataset: the Open Reaction Database (ORD), a public repository of structured organic reaction records. Task: describe an organic reaction: reactants, conditions, products, and yield Reactants: NC1=CC=CC=2C=CCSC21 (8-amino-2H-1-benzothiopyran), C(C)(=O)OC(C)=O (acetic anhydride). Run in ClCCCC (1-chlorobutane), ClCCCC (1-chlorobutane). Yields the product C(C)(=O)NC1=CC=CC=2C=CCSC21 (8-Acetamido-2H-1-benzothiopyran). RXN SMILES: [NH2:1][C:2]1[C:11]2[S:10][CH2:9][CH:8]=[CH:7][C:6]=2[CH:5]=[CH:4][CH:3]=1.[C:12](OC(=O)C)(=[O:14])[CH3:13]>ClCCCC>[C:12]([NH:1][C:2]1[C:11]2[S:10][CH2:9][CH:8]=[CH:7][C:6]=2[CH:5]=[CH:4][CH:3]=1)(=[O:14])[CH3:13]. Procedure details: To a solution of 21.1 g of 8-amino-2H-1-benzothiopyran in 200 ml of 1-chlorobutane was added a solution of 13.3 ml of acetic anhydride in 50 ml of 1-chlorobutane. The temperature of the mixture rose during the addition and the mixture was refluxed for an additional 30 minutes. The solution was cooled in ice and filtered to give 18.0 g of the desired acetamide as colorless needles, m.p. 133°-135° C. The mother liquor was concentrated to ~1/5 volume to give a second crop of 4.1 g, m.p. 133°-135° C... Reactants: ClC1=C(C(=CC=C1)[Si](C)(C)C)N=C=O (2-Chloro-6-(trimethylsilyl)phenyl isocyanate), C(C)O (ethanol). Product: ClC1=C(C(=CC=C1)[Si](C)(C)C)NC(OCC)=O ([2-Chloro-6-(trimethylsilyl)phenyl]carbamic acid, ethyl ester). RXN SMILES: [Cl:1][C:2]1[CH:7]=[CH:6][CH:5]=[C:4]([Si:8]([CH3:11])([CH3:10])[CH3:9])[C:3]=1[N:12]=[C:13]=[O:14].[CH2:15]([OH:17])[CH3:16]>>[Cl:1][C:2]1[CH:7]=[CH:6][CH:5]=[C:4]([Si:8]([CH3:10])([CH3:11])[CH3:9])[C:3]=1[NH:12][C:13](=[O:14])[O:17][CH2:15][CH3:16]. Reported procedure: A mixture of the compound of Example h (10 mmol) and ethanol (75 mL) was refluxed for 1 h. The mixture was concentrated and the residue dissolved in ethyl acetate. The solution was washed twice with water and the solvent removed to yield the crude product, which was recrystallized from hexane. GC/MS showed some remaining isocyanate so the solid was dissolved in ethanol and refluxed again with approx. 0.1 g diazobisbicyclooctane. FID/GC indicated a complete reaction and the ethanol was removed an... The reactants are BrC1=C(N)C=CC=C1 (2-bromoaniline), C(C)(=O)O (acetic acid), C(C)#N (acetonitrile), BrC1=C(N)C=CC=C1 (2-bromoaniline). Run in C(C)(=O)OCC (ethyl acetate). The product is BrC1=C(C=CC=C1)NC(C)=O (2-bromo-1-acetylaminobenzene). Yield: 75.0%. Reaction SMILES: [Br:1][C:2]1[CH:8]=[CH:7][CH:6]=[CH:5][C:3]=1[NH2:4].C(#N)C.[C:12](O)(=[O:14])[CH3:13]>C(OCC)(=O)C>[Br:1][C:2]1[CH:8]=[CH:7][CH:6]=[CH:5][C:3]=1[NH:4][C:12](=[O:14])[CH3:13]. Reported procedure: 2-Bromo-1-acetylaminobenzene was synthesized in the usual manner from 2-bromoaniline. That is, 150 ml of acetonitrile was added to 25.0 g of 2-bromoaniline, then 15.1 ml of glacial acetic acid was added thereto, and the reaction mixture was heated under reflux for 2 hours. After bringing its temperature to room temperature, 300 ml of ethyl acetate was added thereto, and after the resulting mixture was washed with water twice, the solvent was distilled off, and recrystallization of the crude crys... Reactants: C(C(=O)Cl)(=O)Cl (oxalyl chloride), CN1C(N(CC1=O)CCC(=O)O)=O (3-(3-methyl-2,4-dioxoimidazolidin-1-yl)propionic acid), C(Cl)Cl (methylene chloride). Solvent: CN(C=O)C (dimethyl formamide). Conditions: time 10 minute. The product is CN1C(N(CC1=O)CCC(=O)Cl)=O (3-(3-methyl-2,4-dioxoimidazolidin-1-yl)propionyl chloride). Reaction SMILES: [C:1](Cl)(=O)[C:2]([Cl:4])=[O:3].[CH3:7][N:8]1[C:12](=[O:13])[CH2:11][N:10]([CH2:14]CC(O)=O)[C:9]1=[O:19].C(Cl)Cl>CN(C)C=O>[CH3:7][N:8]1[C:12](=[O:13])[CH2:11][N:10]([CH2:14][CH2:1][C:2]([Cl:4])=[O:3])[C:9]1=[O:19]. Procedure details: 340.9 g (2.6857 mol) of oxalyl chloride are added dropwise over the course of 18 minutes at an internal temperature of 19°-23° C. to a solution of 100.0 g (0.537 mol) of 3-(3-methyl-2,4-dioxoimidazolidin-1-yl)propionic acid, synthesized as described in Example 6, 350 ml of methylene chloride and 1 ml of dimethyl formamide, and the mixture is subsequently stirred at room temperature for 5 hours and 10 minutes. When the reaction is complete, the reaction mixture is evaporated in a rotary evaporato... Starting materials: FC(F)(F)c1ccccc1CBr, Cl, [K+], [K+], O=C([O-])[O-], CN(C)C=O, O, O=C(CC(=O)N1CCNCC1)Nc1ccc(-c2ccccc2)cc1. Yields the product O=C(CC(=O)N1CCN(Cc2ccccc2C(F)(F)F)CC1)Nc1ccc(-c2ccccc2)cc1. Reaction SMILES: [Br:32][CH2:33][c:34]1[c:35]([C:40]([F:41])([F:42])[F:43])[cH:36][cH:37][cH:38][cH:39]1.[ClH:1].[K+:26].[K+:27].[O-:28][C:29]([O-:30])=[O:31].[O:44]=[CH:45][N:46]([CH3:47])[CH3:48].[OH2:49].[c:2]1(-[c:20]2[cH:21][cH:22][cH:23][cH:24][cH:25]2)[cH:3][cH:4][c:5]([NH:8][C:9]([CH2:10][C:11]([N:12]2[CH2:13][CH2:14][NH:15][CH2:16][CH2:17]2)=[O:18])=[O:19])[cH:6][cH:7]1>>[c:2]1(-[c:20]2[cH:21][cH:22][cH:23][cH:24][cH:25]2)[cH:3][cH:4][c:5]([NH:8][C:9]([CH2:10][C:11]([N:12]2[CH2:13][CH2:14][N:15]([CH2:33][c:34]3[c:35]([C:40]([F:41])([F:42])[F:43])[cH:36][cH:37][cH:38][cH:39]3)[CH2:16][CH2:17]2)=[O:18])=[O:19])[cH:6][cH:7]1. Yields the product Nc1cccc(C(=O)Nc2nnn[nH]2)c1. Reactants: CCO, Cl, O=C(Nc1nnn[nH]1)c1cccc([N+](=O)[O-])c1. As a reaction SMILES: [CH3:19][CH2:20][OH:21].[ClH:18].[N+:1]([O-:2])(=[O:3])[c:4]1[cH:5][c:6]([C:7](=[O:8])[NH:9][c:10]2[n:11][n:12][n:13][nH:14]2)[cH:15][cH:16][cH:17]1>>[NH2:1][c:4]1[cH:5][c:6]([C:7](=[O:8])[NH:9][c:10]2[n:11][n:12][n:13][nH:14]2)[cH:15][cH:16][cH:17]1.